This data is from the Open Reaction Database (ORD), a public repository of structured organic reaction records. The task is: describe an organic reaction: reactants, conditions, products, and yield Reactants: O=C1OC(C2N1CCN(C2)C(=O)C2=CC=C(C=O)C=C2)(C2=CC=CC=C2)C2=CC=CC=C2 (4-[(tetrahydro-3-oxo-1,1-diphenyl-3H-oxazolo[3,4-a]pyrazin-7(1H)-yl)carbonyl]benzaldehyde), N1CCC=CC1 (1,2,3,6-tetrahydropyridine), C(C)(=O)O[BH-](OC(C)=O)OC(C)=O.[Na+] (sodium triacetoxyborohydride). Run in O (water), O1CCCC1 (tetrahydrofuran). Conditions: time 27 hour. Product: N1(CCC=CC1)CC1=CC=C(C(=O)N2CC3N(CC2)C(OC3(C3=CC=CC=C3)C3=CC=CC=C3)=O)C=C1 (7-[4-(3,6-Dihydropyridin-1(2H)-ylmethyl)benzoyl]-hexahydro-1,1-diphenyl-3H-oxazolo[3,4-a]pyrazin-3-one). Isolated yield 40.5%. Reaction SMILES: [O:1]=[C:2]1[N:6]2[CH2:7][CH2:8][N:9]([C:11]([C:13]3[CH:20]=[CH:19][C:16]([CH:17]=O)=[CH:15][CH:14]=3)=[O:12])[CH2:10][CH:5]2[C:4]([C:27]2[CH:32]=[CH:31][CH:30]=[CH:29][CH:28]=2)([C:21]2[CH:26]=[CH:25][CH:24]=[CH:23][CH:22]=2)[O:3]1.[NH:33]1[CH2:38][CH:37]=[CH:36][CH2:35][CH2:34]1.C(O[BH-](OC(=O)C)OC(=O)C)(=O)C.[Na+]>O1CCCC1.O>[N:33]1([CH2:17][C:16]2[CH:19]=[CH:20][C:13]([C:11]([N:9]3[CH2:8][CH2:7][N:6]4[C:2](=[O:1])[O:3][C:4]([C:27]5[CH:28]=[CH:29][CH:30]=[CH:31][CH:32]=5)([C:21]5[CH:22]=[CH:23][CH:24]=[CH:25][CH:26]=5)[CH:5]4[CH2:10]3)=[O:12])=[CH:14][CH:15]=2)[CH2:34][CH:35]=[CH:36][CH2:37][CH2:38]1 |f:2.3|. Reported procedure: To a solution of 4-[(tetrahydro-3-oxo-1,1-diphenyl-3H-oxazolo[3,4-a]pyrazin-7(1H)-yl)carbonyl]benzaldehyde (0.15 g, 0.35 mmol) and 1,2,3,6-tetrahydropyridine (44 mg, 0.53 mmol) in tetrahydrofuran (4 mL) was added sodium triacetoxyborohydride (0.11 g, 0.52 mmol), and the mixture was stirred at room temperature for 27 hours. The reaction solution was diluted with water and then extracted with ethyl acetate. The organic layer was washed with water and saturated brine and dried over magnesium sulfat... Starting materials: COC(=O)c1ccc(CBr)cc1OS(=O)(=O)C(F)(F)F, Cc1ccccc1, c1ccc(P(c2ccccc2)c2ccccc2)cc1. The product is [Br-], COC(=O)c1ccc(C[P+](c2ccccc2)(c2ccccc2)c2ccccc2)cc1OS(=O)(=O)C(F)(F)F. RXN SMILES: [Br:1][CH2:2][c:3]1[cH:4][c:5]([O:13][S:14](=[O:15])(=[O:16])[C:17]([F:18])([F:19])[F:20])[c:6]([C:7](=[O:8])[O:9][CH3:10])[cH:11][cH:12]1.[CH3:40][c:41]1[cH:42][cH:43][cH:44][cH:45][cH:46]1.[c:21]1([P:27]([c:28]2[cH:29][cH:30][cH:31][cH:32][cH:33]2)[c:34]2[cH:35][cH:36][cH:37][cH:38][cH:39]2)[cH:22][cH:23][cH:24][cH:25][cH:26]1>>[Br-:1].[CH2:2]([c:3]1[cH:4][c:5]([O:13][S:14](=[O:15])(=[O:16])[C:17]([F:18])([F:19])[F:20])[c:6]([C:7](=[O:8])[O:9][CH3:10])[cH:11][cH:12]1)[P+:27]([c:21]1[cH:22][cH:23][cH:24][cH:25][cH:26]1)([c:28]1[cH:29][cH:30][cH:31][cH:32][cH:33]1)[c:34]1[cH:35][cH:36][cH:37][cH:38][cH:39]1.